From a dataset of the Open Reaction Database (ORD), a public repository of structured organic reaction records. describe an organic reaction: reactants, conditions, products, and yield Reactants: C(=O)(OC(C)(C)C)OC(=O)OC(C)(C)C (di-tert-butyl dicarbonate), C(=O)(C(F)(F)F)O (TFA), N[C@@H]1CC[C@H](CC1)NC=1C=C(C=2N(N1)C(=CN2)C(=O)NC2=C(C=NC=C2)F)N(CC2=CC=C(C=C2)OC)C2CC2 (6-((trans)-4-aminocyclohexylamino)-8-(cyclopropyl(4-methoxybenzyl)amino)-N-(3-fluoropyridin-4-yl)imidazo[1,2-b]pyridazine-3-carboxamide), N1(CCNCC1)C(=O)OC(C)(C)C (tert-butyl piperazine-1-carboxylate). Reagents/catalysts: CN(C)C=1C=CN=CC1 (DMAP). Solvent: ClCCl (dichloromethane). Reaction conditions: time 10 minute. The product is C1(CC1)NC=1C=2N(N=C(C1)N[C@@H]1CC[C@H](CC1)NC(=O)N1CCNCC1)C(=CN2)C(=O)NC2=C(C=NC=C2)F (8-(cyclopropylamino)-N-(3-fluoropyridin-4-yl)-6-((trans)-4-(piperazine-1-carboxamido)cyclohexylamino)imidazo[1,2-b]pyridazine-3-carboxamide). Yield: 58.7%. As a reaction SMILES: C(OC(OC(C)(C)C)=O)(OC(C)(C)C)=O.[NH2:16][C@H:17]1[CH2:22][CH2:21][C@H:20]([NH:23][C:24]2[CH:25]=[C:26]([N:43]([CH:53]3[CH2:55][CH2:54]3)CC3C=CC(OC)=CC=3)[C:27]3[N:28]([C:30]([C:33]([NH:35][C:36]4[CH:41]=[CH:40][N:39]=[CH:38][C:37]=4[F:42])=[O:34])=[CH:31][N:32]=3)[N:29]=2)[CH2:19][CH2:18]1.[N:56]1([C:62](OC(C)(C)C)=[O:63])[CH2:61][CH2:60][NH:59][CH2:58][CH2:57]1.C(O)(C(F)(F)F)=O>ClCCl.CN(C1C=CN=CC=1)C>[CH:53]1([NH:43][C:26]2[C:27]3[N:28]([C:30]([C:33]([NH:35][C:36]4[CH:41]=[CH:40][N:39]=[CH:38][C:37]=4[F:42])=[O:34])=[CH:31][N:32]=3)[N:29]=[C:24]([NH:23][C@H:20]3[CH2:21][CH2:22][C@H:17]([NH:16][C:62]([N:56]4[CH2:61][CH2:60][NH:59][CH2:58][CH2:57]4)=[O:63])[CH2:18][CH2:19]3)[CH:25]=2)[CH2:54][CH2:55]1. Procedure details: To di-tert-butyl dicarbonate (10.66 μL, 0.046 mmol) in dichloromethane (1 mL) was added DMAP (2.80 mg, 0.023 mmol) followed by 6-((trans)-4-aminocyclohexylamino)-8-(cyclopropyl(4-methoxybenzyl)amino)-N-(3-fluoropyridin-4-yl)imidazo[1,2-b]pyridazine-3-carboxamide (25 mg, 0.046 mmol, 83A). The clear yellow solution was stirred at room temperature for 10 minutes then tert-butyl piperazine-1-carboxylate (8.55 mg, 0.046 mmol) was added, and stirred at room temperature for 1 hr. TFA (0.5 mL) was added...